Dataset: the Open Reaction Database (ORD), a public repository of structured organic reaction records. Task: describe an organic reaction: reactants, conditions, products, and yield Reactants: BrBr (bromine), CN=C=S (methyl isothiocyanate), NC=1C(=C(C(=O)O)C=CC1)C (3-amino-2-methylbenzoic acid). Run in C(C)(=O)O (acetic acid), C(C)(=O)O (acetic acid), C(C)(=O)O (acetic acid). Run at temperature 100 celsius, time 2 hour. Product: CNC=1SC2=C(N1)C(=C(C=C2)C(=O)O)C (2-Methylamino-4-methylbenzothiazole-5-carboxylic Acid). As a reaction SMILES: [NH2:1][C:2]1[C:3]([CH3:11])=[C:4]([CH:8]=[CH:9][CH:10]=1)[C:5]([OH:7])=[O:6].[CH3:12][N:13]=[C:14]=[S:15].BrBr>C(O)(=O)C>[CH3:12][NH:13][C:14]1[S:15][C:10]2[CH:9]=[CH:8][C:4]([C:5]([OH:7])=[O:6])=[C:3]([CH3:11])[C:2]=2[N:1]=1. Reported procedure: 99 g of 3-amino-2-methylbenzoic acid (0.655 mol) were initially charged in 500 ml of acetic acid and, at 80° C,. admixed with 51 g of methyl isothiocyanate (7 mol) in 100 ml of acetic acid. After 2 h, 106 g of bromine (0.66 mol) in 20 ml of acetic acid were added dropwise at 50° C. The mixture was subsequently heated at about 100° C. for 2 h and, after the reaction had ended, allowed to cool. The precipitate was filtered off, the filtrate was concentrated to about 50 ml and the remaining filtrat... Solvent: C(Cl)(Cl)(Cl)Cl (CCl4). Reported procedure: According to Scheme 31 Step 2: To a solution of 2-methoxy-5-(4-methoxyphenyl)-4-methylpyridine (2.20 mmol, 0.50 g, Example 48 Step 1) in CCl4 (10 mL) was added NBS (2 eq, 4.40 mmol, 0.78 g). The reaction was then heated to reflux and subjected to UV light for 48 hours. The reaction was allowed to cool, filtered and concentrated under reduced pressure to afford crude 4-(bromomethyl)-2-methoxy-5-(4-methoxyphenyl)pyridine (0.70 g) as a yellow oil which was used without any purification in the next ... Reactants: COC1=NC=C(C(=C1)C)C1=CC=C(C=C1)OC (2-methoxy-5-(4-methoxyphenyl)-4-methylpyridine), C1CC(=O)N(C1=O)Br (NBS). Isolated yield 103.2%. The product is BrCC1=CC(=NC=C1C1=CC=C(C=C1)OC)OC (4-(bromomethyl)-2-methoxy-5-(4-methoxyphenyl)pyridine). As a reaction SMILES: [CH3:1][O:2][C:3]1[CH:8]=[C:7]([CH3:9])[C:6]([C:10]2[CH:15]=[CH:14][C:13]([O:16][CH3:17])=[CH:12][CH:11]=2)=[CH:5][N:4]=1.C1C(=O)N([Br:25])C(=O)C1>C(Cl)(Cl)(Cl)Cl>[Br:25][CH2:9][C:7]1[C:6]([C:10]2[CH:15]=[CH:14][C:13]([O:16][CH3:17])=[CH:12][CH:11]=2)=[CH:5][N:4]=[C:3]([O:2][CH3:1])[CH:8]=1. Run at time 48 hour. Starting materials: ClC1=NC(=C2NC=NC2=N1)Cl (2,6-dichloropurine), C1(=CCCC1)O (cyclopentenol), C1(CCCC1)O (cyclopentanol). Product: ClC1=NC(=C2N=CN(C2=N1)C1=CCCC1)Cl (2,6-Dichloro-9-cyclopentenylpurine). Reaction SMILES: [Cl:1][C:2]1[N:10]=[C:9]2[C:5]([NH:6][CH:7]=[N:8]2)=[C:4]([Cl:11])[N:3]=1.[C:12]1(O)[CH2:16][CH2:15][CH2:14][CH:13]=1.C1(O)CCCC1>>[Cl:1][C:2]1[N:10]=[C:9]2[C:5]([N:6]=[CH:7][N:8]2[C:12]2[CH2:16][CH2:15][CH2:14][CH:13]=2)=[C:4]([Cl:11])[N:3]=1. Procedure: 2,6-Dichloro-9-cyclopentenylpurine is prepared from 2,6-dichloropurine and cyclopentenol essentially as described in Example 1, Scheme A, step a, but substituting cyclopentenol for cyclopentanol. The reactants are CCCCCCC, O=C(Cl)OCc1ccccc1, NCc1ccc(O)cc1, [Na+], O=C([O-])O, C1CCOC1, C1CCOC1, O. Product: O=C(NCc1ccc(O)cc1)OCc1ccccc1. RXN SMILES: [CH3:37][CH2:38][CH2:39][CH2:40][CH2:41][CH2:42][CH3:43].[Cl:15][C:16](=[O:17])[O:18][CH2:19][c:20]1[cH:21][cH:22][cH:23][cH:24][cH:25]1.[NH2:1][CH2:2][c:3]1[cH:4][cH:5][c:6]([OH:9])[cH:7][cH:8]1.[Na+:14].[O-:10][C:11]([OH:12])=[O:13].[O:26]1[CH2:27][CH2:28][CH2:29][CH2:30]1.[O:32]1[CH2:33][CH2:34][CH2:35][CH2:36]1.[OH2:31]>>[NH:1]([CH2:2][c:3]1[cH:4][cH:5][c:6]([OH:9])[cH:7][cH:8]1)[C:16](=[O:17])[O:18][CH2:19][c:20]1[cH:21][cH:22][cH:23][cH:24][cH:25]1. Reactants: BrC1=CC=C(C=C1)C1=CC=C(C=C1)CC(=O)O ((4′-Bromobiphenyl-4-yl)acetic acid), Cl.CNOC (N,O-dimethylhydroxylamine hydrochloride), [Cl-].COC1=NC(=NC(=N1)OC)[N+]1(CCOCC1)C (4-(4,6-dimethoxy-1,3,5-triazin-2-yl)-4-methylmorpholinium chloride), CN1CCOCC1 (N-methylmorpholine). The solvent is O1CCCC1 (tetrahydrofuran), CO (methanol). Conditions: time 1 hour. The product is BrC1=CC=C(C=C1)C1=CC=C(C=C1)CC(=O)N(C)OC (2-(4′-Bromobiphenyl-4-yl)-N-methoxy-N-methylacetamide). Isolated yield 100.0%. RXN SMILES: [Br:1][C:2]1[CH:7]=[CH:6][C:5]([C:8]2[CH:13]=[CH:12][C:11]([CH2:14][C:15]([OH:17])=O)=[CH:10][CH:9]=2)=[CH:4][CH:3]=1.Cl.[CH3:19][NH:20][O:21][CH3:22].[Cl-].COC1N=C(OC)N=C([N+]2(C)CCOCC2)N=1.CN1CCOCC1>O1CCCC1.CO>[Br:1][C:2]1[CH:7]=[CH:6][C:5]([C:8]2[CH:13]=[CH:12][C:11]([CH2:14][C:15]([N:20]([O:21][CH3:22])[CH3:19])=[O:17])=[CH:10][CH:9]=2)=[CH:4][CH:3]=1 |f:1.2,3.4|. Reported procedure: (4′-Bromobiphenyl-4-yl)acetic acid (12 g, 37 mmol) was dissolved in a mixed solvent of tetrahydrofuran (200 mL) and methanol (200 mL), and N,O-dimethylhydroxylamine hydrochloride (5.4 g, 56 mmol), 4-(4,6-dimethoxy-1,3,5-triazin-2-yl)-4-methylmorpholinium chloride (15 g, 60 mmol) and N-methylmorpholine (6.1 mL, 56 mmol) were added, followed by stirring at room temperature for 1 hour. After the reaction solution was concentrated under reduced pressure, ethyl acetate was added to the resulting resi...